describe an organic reaction: reactants, conditions, products, and yield From a dataset of the Open Reaction Database (ORD), a public repository of structured organic reaction records. Starting materials: Cl (HCl), [Li+].[OH-] (LiOH), FC1=C(C(=O)OC)C=CC(=C1)C(F)(F)F (methyl 2-fluoro-4-trifluoromethylbenzoate), SCC(=O)OC (methyl 2-mercaptoacetate). Solvent: CN(C)C=O (DMF), O (Water). Conditions: temperature 0 celsius, time 30 minute. Yields the product OC=1C2=C(SC1C(=O)OC)C=C(C=C2)C(F)(F)F (Methyl 3-Hydroxy-6-trifluoromethylbenzo[b]thiophene-2-carboxylate). RXN SMILES: [Li+].[OH-].F[C:4]1[CH:13]=[C:12]([C:14]([F:17])([F:16])[F:15])[CH:11]=[CH:10][C:5]=1[C:6]([O:8]C)=O.[SH:18][CH2:19][C:20]([O:22][CH3:23])=[O:21].Cl>CN(C=O)C.O>[OH:8][C:6]1[C:5]2[CH:10]=[CH:11][C:12]([C:14]([F:17])([F:16])[F:15])=[CH:13][C:4]=2[S:18][C:19]=1[C:20]([O:22][CH3:23])=[O:21] |f:0.1|. Procedure: LiOH (4.5 mmol, 0.11 g) was added to a solution of methyl 2-fluoro-4-trifluoromethylbenzoate 68a (2.25 mmol, 0.50 g) and methyl 2-mercaptoacetate 67d (2.25 mmol, 0.21 mL) in DMF (3 mL) at 0° C. The mixture was stirred at 0° C. for 30 min and then warmed to room temperature and stirred for 1 h. Water was added and the resulting solution was acidified with 1N aqueous HCl. The precipitates were filtered, washed with water, and dried to give compound 68b. The reactants are 8.3, CC(=O)C=1C=C2CC(CC2=CC1)NS(=O)(=O)C1=CC=CC=C1 ((2-benzenesulphonamido-indan-5-yl) methyl ketone), [S] (sulphur), N1CCOCC1 (morpholine), Cl (hydrochloric acid), [OH-].[K+] (potassium hydroxide). Run in O (water), C(C)O (ethanol). The product is C1(=CC=CC=C1)S(=O)(=O)NC1CC2=CC=C(C=C2C1)CC(=O)O ((2-Benzenesulphonamido-indan-5-yl)-acetic acid). As a reaction SMILES: CC([C:4]1[CH:5]=[C:6]2[C:10](=[CH:11][CH:12]=1)[CH2:9][CH:8]([NH:13][S:14]([C:17]1[CH:22]=[CH:21][CH:20]=[CH:19][CH:18]=1)(=[O:16])=[O:15])[CH2:7]2)=O.[S].N1[CH2:29][CH2:28][O:27]CC1.Cl.[OH-:31].[K+]>O.C(O)C>[C:17]1([S:14]([NH:13][CH:8]2[CH2:7][C:6]3[C:10](=[CH:11][CH:12]=[C:4]([CH2:29][C:28]([OH:31])=[O:27])[CH:5]=3)[CH2:9]2)(=[O:16])=[O:15])[CH:22]=[CH:21][CH:20]=[CH:19][CH:18]=1 |f:4.5,^3:22|. Reported procedure: 8.3 (26 mmol) of (2-benzenesulphonamido-indan-5-yl) methyl ketone, 2.1 g (65 mmol) of sulphur and 5.7 g (65 mmol) of morpholine are heated at 135° C. for 2 hours. Ice and hydrochloric acid are added and (2-benzenesulphonamido-indan-5-yl)-acetic acid thiomorpholide is extracted with ethyl acetate. It is purified by chromatography over silica gel using 8:2 ethylene chloride/ethyl acetate, which gives 10.6 g (97% of theory) in the form of a resin. The product is then heated under reflux for 2.5 hou... Reactants: C(=O)(O)C=1C=CC(=C(C1)S(=O)(=O)Cl)Cl (5-carboxy-2-chlorobenzenesulfonyl chloride), S(=O)([O-])[O-].[Na+].[Na+] (sodium sulfite), Cl (HCl). Run in O (water). Product: C(=O)(O)C=1C=CC(=C(C1)S(=O)[O-])Cl.[Na+].[Na+].C(=O)(O)C=1C=CC(=C(C1)S(=O)[O-])Cl (Disodium 5-carboxy-2-chlorobenzenesulfinate). RXN SMILES: [C:1]([C:4]1[CH:5]=[CH:6][C:7]([Cl:14])=[C:8]([S:10](Cl)(=[O:12])=[O:11])[CH:9]=1)([OH:3])=[O:2].S([O-])([O-])=O.[Na+:19].[Na+].Cl>O>[C:1]([C:4]1[CH:5]=[CH:6][C:7]([Cl:14])=[C:8]([S:10]([O-:12])=[O:11])[CH:9]=1)([OH:3])=[O:2].[Na+:19].[Na+:19].[C:1]([C:4]1[CH:5]=[CH:6][C:7]([Cl:14])=[C:8]([S:10]([O-:12])=[O:11])[CH:9]=1)([OH:3])=[O:2] |f:1.2.3,6.7.8.9|. Procedure details: is obtained from 186 g of 5-carboxy-2-chlorobenzenesulfinic acid, prepared by reduction of 261 g of 5-carboxy-2-chlorobenzenesulfonyl chloride with 157 g of sodium sulfite in 700 ml of water at 70° C. at pH 9-10 and subsequent acidification using HCl, by neutralization with 67.6 g of caustic soda in 2 liters of water, removal of the latter by distillation and crystallization of the residue with acetone. The reactants are ClC1=NC=C(C(=N1)N[C@H]1[C@H]([C@@H]2C=C[C@H]1C2)C(=O)N)Cl ((+)-(1S,2S,3R,4R)-3-(2,5-Dichloropyrimidin-4-ylamino)bicyclo[2.2.1]hept-5-ene-2-carboxamide), NC=1C=NN(C1)[C@@H]1CN(CC1)C(=O)OC(C)(C)C ((S)-tert-butyl 3-(4-amino-1H-pyrazol-1-yl)pyrrolidine-1-carboxylate). The solvent is CC(C)O (2-propanol). Conditions: temperature 85 celsius, time 15 minute. The product is ClC=1C(=NC(=NC1)NC=1C=NN(C1)[C@@H]1CNCC1)N[C@H]1[C@H]([C@@H]2C=C[C@H]1C2)C(=O)N ((1S,2S,3R,4R)-3-{[5-chloro-2-({1-[(3S)-pyrrolidin-3-yl]-1H-pyrazol-4-yl}amino)pyrimidin-4-yl]amino}bicyclo[2.2.1]hept-5-ene-2-carboxamide). RXN SMILES: Cl[C:2]1[N:7]=[C:6]([NH:8][C@@H:9]2[C@@H:14]3[CH2:15][C@@H:11]([CH:12]=[CH:13]3)[C@@H:10]2[C:16]([NH2:18])=[O:17])[C:5]([Cl:19])=[CH:4][N:3]=1.[NH2:20][C:21]1[CH:22]=[N:23][N:24]([C@H:26]2[CH2:30][CH2:29][N:28](C(OC(C)(C)C)=O)[CH2:27]2)[CH:25]=1>CC(O)C>[Cl:19][C:5]1[C:6]([NH:8][C@@H:9]2[C@@H:14]3[CH2:15][C@@H:11]([CH:12]=[CH:13]3)[C@@H:10]2[C:16]([NH2:18])=[O:17])=[N:7][C:2]([NH:20][C:21]2[CH:22]=[N:23][N:24]([C@H:26]3[CH2:30][CH2:29][NH:28][CH2:27]3)[CH:25]=2)=[N:3][CH:4]=1. Procedure details: (+)-(1S,2S,3R,4R)-3-(2,5-Dichloropyrimidin-4-ylamino)bicyclo[2.2.1]hept-5-ene-2-carboxamide (75 mg, 0.25 mmol) and (S)-tert-butyl 3-(4-amino-1H-pyrazol-1-yl)pyrrolidine-1-carboxylate (63 mg, 0.25 mmol) were combined with 2-propanol (2.4 ml) in a sealed tube and the mixture was heated to 85° C. for 4 hours. The reaction mixture was concentrated to dryness, then treated with 5 mL TFA and stirred for 15 minutes. The mixture was again concentrated to dryness, the residue was dissolved in CH2Cl2, and... Yields the product c1cc(-c2ccc3c4ccccc4c4ccccc4c3c2)cc(-c2cccc3c2sc2ccccc23)c1. RXN SMILES: [CH3:87][c:88]1[cH:89][cH:90][cH:91][cH:92][cH:93]1.[CH:49]1([P:50]([CH:51]2[CH2:52][CH2:53][CH2:54][CH2:55][CH2:56]2)[c:57]2[cH:58][cH:59][cH:60][cH:61][c:62]2-[c:63]2[c:64]([O:65][CH3:66])[cH:67][cH:68][cH:69][c:70]2[O:71][CH3:72])[CH2:73][CH2:74][CH2:75][CH2:76][CH2:77]1.[F:1][C:2]([F:3])([F:4])[S:5]([O:6][c:7]1[cH:8][c:9](-[c:13]2[cH:14][c:15]3[c:16]4[cH:17][cH:18][cH:19][cH:20][c:21]4[c:22]4[cH:23][cH:24][cH:25][cH:26][c:27]4[c:28]3[cH:29][cH:30]2)[cH:10][cH:11][cH:12]1)(=[O:31])=[O:32].[K+:83].[K+:84].[K+:85].[OH2:86].[P:78]([O-:79])([O-:80])([O-:81])=[O:82].[cH:33]1[cH:34][cH:35][c:36]([B:46]([OH:47])[OH:48])[c:37]2[s:38][c:39]3[c:40]([c:41]12)[cH:42][cH:43][cH:44][cH:45]3>>[c:7]1(-[c:36]2[cH:35][cH:34][cH:33][c:41]3[c:37]2[s:38][c:39]2[c:40]3[cH:42][cH:43][cH:44][cH:45]2)[cH:8][c:9](-[c:13]2[cH:14][c:15]3[c:16]4[cH:17][cH:18][cH:19][cH:20][c:21]4[c:22]4[cH:23][cH:24][cH:25][cH:26][c:27]4[c:28]3[cH:29][cH:30]2)[cH:10][cH:11][cH:12]1. Starting materials: Cc1ccccc1, COc1cccc(OC)c1-c1ccccc1P(C1CCCCC1)C1CCCCC1, O=S(=O)(Oc1cccc(-c2ccc3c4ccccc4c4ccccc4c3c2)c1)C(F)(F)F, [K+], [K+], [K+], O, O=P([O-])([O-])[O-], OB(O)c1cccc2c1sc1ccccc12. Reactants: O=c1[nH]nc2c(Br)c(-c3ccc(Cl)cc3)ccn12, N#Cc1ccc(CCl)nc1, [K+], [K+], O=C([O-])[O-], CN(C)C=O, O. Product: N#Cc1ccc(Cn2nc3c(Br)c(-c4ccc(Cl)cc4)ccn3c2=O)nc1. As a reaction SMILES: [Br:1][c:2]1[c:3]2[n:4]([cH:5][cH:6][c:7]1-[c:8]1[cH:9][cH:10][c:11]([Cl:14])[cH:12][cH:13]1)[c:15](=[O:18])[nH:16][n:17]2.[Cl:25][CH2:26][c:27]1[n:28][cH:29][c:30]([C:31]#[N:32])[cH:33][cH:34]1.[K+:19].[K+:20].[O-:21][C:22]([O-:23])=[O:24].[O:35]=[CH:36][N:37]([CH3:38])[CH3:39].[OH2:40]>>[Br:1][c:2]1[c:3]2[n:4]([cH:5][cH:6][c:7]1-[c:8]1[cH:9][cH:10][c:11]([Cl:14])[cH:12][cH:13]1)[c:15](=[O:18])[n:16]([CH2:26][c:27]1[n:28][cH:29][c:30]([C:31]#[N:32])[cH:33][cH:34]1)[n:17]2.